From a dataset of the Open Reaction Database (ORD), a public repository of structured organic reaction records. describe an organic reaction: reactants, conditions, products, and yield Starting materials: CCCCOc1c(CN(C(=O)[O-])C(C)(C)C)n(CC2CC2)c(=O)c2ccc(-c3cnco3)cc12, CCOC(C)=O, Cl. Product: Cl, CCCCOc1c(CN)n(CC2CC2)c(=O)c2ccc(-c3cnco3)cc12. RXN SMILES: [C:1]([N:5]([C:2](=[O:3])[O-:4])[CH2:9][c:10]1[n:11]([CH2:31][CH:32]2[CH2:33][CH2:34]2)[c:12](=[O:30])[c:13]2[cH:14][cH:15][c:16](-[c:25]3[cH:26][n:27][cH:28][o:29]3)[cH:17][c:18]2[c:19]1[O:20][CH2:21][CH2:22][CH2:23][CH3:24])([CH3:6])([CH3:7])[CH3:8].[CH3:36][CH2:37][O:38][C:39](=[O:40])[CH3:41].[ClH:35]>>[ClH:35].[NH2:5][CH2:9][c:10]1[n:11]([CH2:31][CH:32]2[CH2:33][CH2:34]2)[c:12](=[O:30])[c:13]2[cH:14][cH:15][c:16](-[c:25]3[cH:26][n:27][cH:28][o:29]3)[cH:17][c:18]2[c:19]1[O:20][CH2:21][CH2:22][CH2:23][CH3:24]. Reactants: CI, CCO, [K+], [K+], O=C([O-])[O-], CCOC(=O)c1onc(O)c1C. The product is CCOC(=O)c1onc(OC)c1C. RXN SMILES: [CH3:19][I:20].[CH3:21][CH2:22][OH:23].[K+:13].[K+:14].[O-:15][C:16]([O-:17])=[O:18].[OH:1][c:2]1[n:3][o:4][c:5]([C:8](=[O:9])[O:10][CH2:11][CH3:12])[c:6]1[CH3:7]>>[O:1]([c:2]1[n:3][o:4][c:5]([C:8](=[O:9])[O:10][CH2:11][CH3:12])[c:6]1[CH3:7])[CH3:16].